From a dataset of the Open Reaction Database (ORD), a public repository of structured organic reaction records. describe an organic reaction: reactants, conditions, products, and yield Reactants: O=C1OCC2=CC(=C(C=C12)OCCNC(OC(C)(C)C)=O)OCCNC(OC(C)(C)C)=O (di-tert-butyl {[(1-oxo-1,3-dihydroisobenzofuran-5,6-diyl)bis(oxy)]bis(ethane-2,1-diyl)}dicarbamate), [H-].[Al+3].[Li+].[H-].[H-].[H-] (lithium aluminum hydride). Solvent: C1CCOC1 (THF). Run at temperature 0 celsius, time 1 hour. The product is OCC1=CC(=C(C=C1CO)OCCNC(OC(C)(C)C)=O)OCCNC(OC(C)(C)C)=O (di-tert-butyl ({[4,5-bis(hydroxymethyl)-1,2-phenylene]bis(oxy)}bis(ethane-2,1-diyl))dicarbamate). The yield is 89.6%. As a reaction SMILES: [O:1]=[C:2]1[C:10]2[C:5](=[CH:6][C:7]([O:22][CH2:23][CH2:24][NH:25][C:26](=[O:32])[O:27][C:28]([CH3:31])([CH3:30])[CH3:29])=[C:8]([O:11][CH2:12][CH2:13][NH:14][C:15](=[O:21])[O:16][C:17]([CH3:20])([CH3:19])[CH3:18])[CH:9]=2)[CH2:4][O:3]1.[H-].[Al+3].[Li+].[H-].[H-].[H-]>C1COCC1>[OH:3][CH2:4][C:5]1[C:10]([CH2:2][OH:1])=[CH:9][C:8]([O:11][CH2:12][CH2:13][NH:14][C:15](=[O:21])[O:16][C:17]([CH3:19])([CH3:20])[CH3:18])=[C:7]([O:22][CH2:23][CH2:24][NH:25][C:26](=[O:32])[O:27][C:28]([CH3:31])([CH3:30])[CH3:29])[CH:6]=1 |f:1.2.3.4.5.6|. Procedure details: A solution of compound 26 (5.00 g, 11.0 mmol) in THF (50 mL) was charged with lithium aluminum hydride (1 M solution in diethyl ether, 33.2 mL, 33.2 mmol) at 0° C. The resulting reaction mixture was stirred at 0° C. for 1 h and quenched with ice-cold water at 0° C. The reaction mixture was diluted with chloroform (300 mL) and filtered through a Celite pad, and the Celite pad was washed with chloroform (2×300 ml). The filtrate was concentrated under vacuum to afford 27 (4.50 g, 90%) as a colorles...